Dataset: the Open Reaction Database (ORD), a public repository of structured organic reaction records. Task: describe an organic reaction: reactants, conditions, products, and yield The reactants are CCNCC, ClCCl, O=C(Cl)c1cc(Cl)nnc1Cl, O. Yields the product CCN(CC)C(=O)c1cc(Cl)nnc1Cl. RXN SMILES: [CH2:12]([CH3:13])[NH:14][CH2:15][CH3:16].[Cl:18][CH2:19][Cl:20].[Cl:1][c:2]1[n:3][n:4][c:5]([Cl:11])[cH:6][c:7]1[C:8](=[O:9])[Cl:10].[OH2:17]>>[Cl:1][c:2]1[n:3][n:4][c:5]([Cl:11])[cH:6][c:7]1[C:8](=[O:9])[N:14]([CH2:12][CH3:13])[CH2:15][CH3:16].